This data is from the Open Reaction Database (ORD), a public repository of structured organic reaction records. The task is: describe an organic reaction: reactants, conditions, products, and yield Reactants: O=C(Cl)C=Cc1ccccc1, CCOC(C)=O, CCOCC, CCCCCC, CCN(C(C)C)C(C)C, C1CCOC1, O=C(NCc1cccnc1)c1ccc2n1Cc1ccccc1NC2. The product is O=C(NCc1cccnc1)c1ccc2n1Cc1ccccc1N(C(=O)C=Cc1ccccc1)C2. As a reaction SMILES: [C:34]([CH:35]=[CH:36][c:37]1[cH:38][cH:39][cH:40][cH:41][cH:42]1)(=[O:43])[Cl:44].[C:51]([O:52][CH2:53][CH3:54])(=[O:55])[CH3:56].[CH2:57]([O:58][CH2:59][CH3:60])[CH3:61].[CH3:45][CH2:46][CH2:47][CH2:48][CH2:49][CH3:50].[CH:25]([N:26]([CH2:27][CH3:28])[CH:29]([CH3:30])[CH3:31])([CH3:32])[CH3:33].[O:62]1[CH2:63][CH2:64][CH2:65][CH2:66]1.[n:1]1[cH:2][c:3]([CH2:7][NH:8][C:9](=[O:10])[c:11]2[cH:12][cH:13][c:14]3[n:20]2[CH2:19][c:18]2[c:17]([cH:24][cH:23][cH:22][cH:21]2)[NH:16][CH2:15]3)[cH:4][cH:5][cH:6]1>>[n:1]1[cH:2][c:3]([CH2:7][NH:8][C:9](=[O:10])[c:11]2[cH:12][cH:13][c:14]3[n:20]2[CH2:19][c:18]2[c:17]([cH:24][cH:23][cH:22][cH:21]2)[N:16]([C:34]([CH:35]=[CH:36][c:37]2[cH:38][cH:39][cH:40][cH:41][cH:42]2)=[O:43])[CH2:15]3)[cH:4][cH:5][cH:6]1. Starting materials: CCOC(=O)C(=O)c1cn(Cc2ccccc2)c2c(-c3ccc(F)c(Cl)c3)cccc12, C1CCOC1, CCCCCC, [K+], [OH-], O. Product: O=C(O)C(=O)c1cn(Cc2ccccc2)c2c(-c3ccc(F)c(Cl)c3)cccc12. As a reaction SMILES: [CH2:1]([c:2]1[cH:3][cH:4][cH:5][cH:6][cH:7]1)[n:8]1[cH:9][c:10]([C:25]([C:26](=[O:27])[O:28][CH2:29][CH3:30])=[O:31])[c:11]2[cH:12][cH:13][cH:14][c:15](-[c:17]3[cH:18][c:19]([Cl:24])[c:20]([F:23])[cH:21][cH:22]3)[c:16]12.[CH2:40]1[O:41][CH2:42][CH2:43][CH2:44]1.[CH3:34][CH2:35][CH2:36][CH2:37][CH2:38][CH3:39].[K+:33].[OH-:32].[OH2:45]>>[CH2:1]([c:2]1[cH:3][cH:4][cH:5][cH:6][cH:7]1)[n:8]1[cH:9][c:10]([C:25]([C:26](=[O:27])[OH:28])=[O:31])[c:11]2[cH:12][cH:13][cH:14][c:15](-[c:17]3[cH:18][c:19]([Cl:24])[c:20]([F:23])[cH:21][cH:22]3)[c:16]12. Starting materials: ice, [Cl-].[Na+] (sodium chloride), NC(=O)C1N(CC(C1)F)C(=O)OC(C)(C)C (tert-butyl 2-(aminocarbonyl)-4-fluoropyrrolidine-1-carboxylate), P(=O)(Cl)(Cl)Cl (phosphorous oxychloride), N1C=NC=C1 (imidazole). Run in C(C)OC(C)=O (ethylacetate), N1=CC=CC=C1 (pyridine). Reaction conditions: temperature 2.5 celsius. The product is C(#N)[C@H]1N(C[C@H](C1)F)C(=O)OC(C)(C)C (1-tert-butyl (2S,4S)-2-cyano-4-fluoropyrrolidine-1-carboxylate). RXN SMILES: N1C=CN=C1.[NH2:6][C:7]([CH:9]1[CH2:13][CH:12]([F:14])[CH2:11][N:10]1[C:15]([O:17][C:18]([CH3:21])([CH3:20])[CH3:19])=[O:16])=O.P(Cl)(Cl)(Cl)=O.[Cl-].[Na+]>C(OC(=O)C)C.N1C=CC=CC=1>[C:7]([C@@H:9]1[CH2:13][C@H:12]([F:14])[CH2:11][N:10]1[C:15]([O:17][C:18]([CH3:21])([CH3:20])[CH3:19])=[O:16])#[N:6] |f:3.4|. Procedure details: In a 5.0 L 4-necked RB flask, fitted with a mechanical stirrer and reflux condenser, pyridine (1000 ml) and imidazole (58.6 gm, 0.86 mol) were added at 25-35° C. while stirring. The reaction mixture was cooled to 0-5° C. while stirring for 30 min, tert-butyl 2-(aminocarbonyl)-4-fluoropyrrolidine-1-carboxylate (100 gm, 0.43 mol) and phosphorous oxychloride (165.7 gm, 1.07 mol) were added slowly at 0-5° C. while stirring. After addition, the reaction mixture was maintained for 1 hr. The progress o... Starting materials: ClC1=NC=CC(=N1)CC(=O)C=1C(=C(C=CC1)NS(=O)(=O)C1=C(C=CC=C1F)F)F (N-{3-[(2-chloro-4-pyrimidinyl)acetyl]-2-fluorophenyl}-2,6-difluorobenzenesulfonamide), C1CC(=O)N(C1=O)Br (NBS), O1CC(CC1)C(N)=S (tetrahydro-3-furancarbothioamide). The product is ClC1=NC=CC(=N1)C1=C(N=C(S1)C1COCC1)C=1C(=C(C=CC1)NS(=O)(=O)C1=C(C=CC=C1F)F)F (N-{3-[5-(2-Chloro-4-pyrimidinyl)-2-(tetrahydro-3-furanyl)-1,3-thiazol-4-yl]-2-fluorophenyl}-2,6-difluorobenzenesulfonamide). Reaction SMILES: [Cl:1][C:2]1[N:7]=[C:6]([CH2:8][C:9]([C:11]2[C:12]([F:29])=[C:13]([NH:17][S:18]([C:21]3[C:26]([F:27])=[CH:25][CH:24]=[CH:23][C:22]=3[F:28])(=[O:20])=[O:19])[CH:14]=[CH:15][CH:16]=2)=O)[CH:5]=[CH:4][N:3]=1.C1C(=O)N(Br)C(=O)C1.[O:38]1[CH2:42][CH2:41][CH:40]([C:43](=[S:45])[NH2:44])[CH2:39]1>>[Cl:1][C:2]1[N:7]=[C:6]([C:8]2[S:45][C:43]([CH:40]3[CH2:41][CH2:42][O:38][CH2:39]3)=[N:44][C:9]=2[C:11]2[C:12]([F:29])=[C:13]([NH:17][S:18]([C:21]3[C:26]([F:27])=[CH:25][CH:24]=[CH:23][C:22]=3[F:28])(=[O:20])=[O:19])[CH:14]=[CH:15][CH:16]=2)[CH:5]=[CH:4][N:3]=1. Reported procedure: Following a procedure analogous to the procedure described in Example 18, Step A using N-{3-[(2-chloro-4-pyrimidinyl)acetyl]-2-fluorophenyl}-2,6-difluorobenzenesulfonamide (1.00 g, 2.26 mmol), NBS (0.423 g, 2.38 mmol) and tetrahydro-3-furancarbothioamide (0.386 g, 2.94 mmol) the title compound of Step D was obtained as an orange solid (890 mg, 1.42 mmol, 62.6% yield). 1H NMR (400 MHz, DMSO-d6) δ ppm 10.94 (s, 1H), 8.56 (d, J=5.5 Hz, 1H), 7.59-7.83 (m, 1H), 7.40-7.55 (m, 2H), 7.33 (t, J=7.8 Hz, 1... The reactants are CCO, COc1ccc(C2=CCC3(CC2)OCCO3)cc1. Yields the product COc1ccc(C2CCC3(CC2)OCCO3)cc1. As a reaction SMILES: [CH3:19][CH2:20][OH:21].[CH3:1][O:2][c:3]1[cH:4][cH:5][c:6]([C:9]2=[CH:10][CH2:11][C:12]3([O:13][CH2:14][CH2:15][O:16]3)[CH2:17][CH2:18]2)[cH:7][cH:8]1>>[CH3:1][O:2][c:3]1[cH:4][cH:5][c:6]([CH:9]2[CH2:10][CH2:11][C:12]3([O:13][CH2:14][CH2:15][O:16]3)[CH2:17][CH2:18]2)[cH:7][cH:8]1. Reactants: ClC1=CC=C2C=NN3C(C2=C1)=C(C=C(C3=O)C3=CC=CC=C3)C(=O)O (10-chloro-4-oxo-3-phenyl-4H-pyrido[2,1-a]phthalazine-1-carboxylic acid), [OH-].[K+] (potassium hydroxide). Solvent: CO (methanol). Product: ClC1=CC=C2C(N3C(C2=C1)=C(C=C(C3=O)C3=CC=CC=C3)C(=O)O)=N (9-chloro-6-imino-4-oxo-3-phenyl-6H-pyrido[2,1-a]isoindole-1-carboxylic acid). The yield is 94.9%. As a reaction SMILES: [Cl:1][C:2]1[CH:11]=[C:10]2[C:5]([CH:6]=[N:7][N:8]3[C:15](=[O:16])[C:14]([C:17]4[CH:22]=[CH:21][CH:20]=[CH:19][CH:18]=4)=[CH:13][C:12]([C:23]([OH:25])=[O:24])=[C:9]32)=[CH:4][CH:3]=1.[OH-].[K+]>CO>[Cl:1][C:2]1[CH:11]=[C:10]2[C:5]([C:6](=[NH:7])[N:8]3[C:15](=[O:16])[C:14]([C:17]4[CH:22]=[CH:21][CH:20]=[CH:19][CH:18]=4)=[CH:13][C:12]([C:23]([OH:25])=[O:24])=[C:9]32)=[CH:4][CH:3]=1 |f:1.2|. Procedure: 3.5 g of 10-chloro-4-oxo-3-phenyl-4H-pyrido[2,1-a]phthalazine-1-carboxylic acid were added to a solution of 5.6 g of potassium hydroxide in 60 ml of methanol, whereupon the mixture was heated to boiling under reflux for 25 hours. The solvent was then removed in a vacuum and the residue was taken up in 60 ml of water. The product was precipitated by the addition of 2N hydrochloric acid. The crystals were filtered off under suction, washed with water and dried in a vacuum. There was obtained 3.32 ... The reactants are COC(=O)C1=C(C=2N(N(C1=O)CC1=CC=C(C=C1)C(F)(F)F)C=C(C2)Cl)O (6-chloro-4-hydroxy-2-oxo-1-(4-trifluoromethyl-benzyl)-1,2-dihydro-pyrrolo[1,2-b]pyridazine-3-carboxylic acid methyl ester), N[C@@H](C)C(=O)O (L-alanine), C[O-].[Na+] (NaOMe). The product is ClC=1C=C2N(N(C(C(=C2O)C(=O)N[C@H](C(=O)O)C)=O)CC2=CC=C(C=C2)C(F)(F)F)C1 (2-(S)-{[6-Chloro-4-hydroxy-2-oxo-1-(4-trifluoromethyl-benzyl)-1,2-dihydro-pyrrolo[1,2-b]pyridazine-3-carbonyl]-amino}-propionic acid). Reaction SMILES: CO[C:3]([C:5]1[C:10](=[O:11])[N:9]([CH2:12][C:13]2[CH:18]=[CH:17][C:16]([C:19]([F:22])([F:21])[F:20])=[CH:15][CH:14]=2)[N:8]2[CH:23]=[C:24]([Cl:26])[CH:25]=[C:7]2[C:6]=1[OH:27])=[O:4].[NH2:28][C@H:29]([C:31]([OH:33])=[O:32])[CH3:30].C[O-].[Na+]>>[Cl:26][C:24]1[CH:25]=[C:7]2[C:6]([OH:27])=[C:5]([C:3]([NH:28][C@@H:29]([CH3:30])[C:31]([OH:33])=[O:32])=[O:4])[C:10](=[O:11])[N:9]([CH2:12][C:13]3[CH:18]=[CH:17][C:16]([C:19]([F:20])([F:22])[F:21])=[CH:15][CH:14]=3)[N:8]2[CH:23]=1 |f:2.3|. Reported procedure: Prepared according to the reaction condition used in Example 19 step a) from 6-chloro-4-hydroxy-2-oxo-1-(4-trifluoromethyl-benzyl)-1,2-dihydro-pyrrolo[1,2-b]pyridazine-3-carboxylic acid methyl ester, L-alanine and NaOMe. ESI (m/z): 458 (M+H)+. Reactants: crude product, CO (MeOH), [BH4-].[Na+] (NaBH4), ClC1=C(C=C(C=C1)S(=O)(=O)NC1=C(C=CC(=C1)Cl)SC1CC(CC1)=O)C(F)(F)F (4-Chloro-N-[5-chloro-2-(3-oxo-cyclopentylsulfanyl)-phenyl]-3-trifluoromethyl-benzenesulfonamide), ClC1=C(C=C(C=C1)S(=O)(=O)NC1=C(C=CC(=C1)Cl)SC1CC(CC1)=O)C(F)(F)F (4-Chloro-N-[5-chloro-2-(3-oxo-cyclopentylsulfanyl)-phenyl]-3-trifluoromethyl-benzenesulfonamide). Yields the product ClC1=C(C=C(C=C1)S(=O)(=O)NC1=C(C=CC(=C1)Cl)S(=O)C1CC(CC1)O)C(F)(F)F (4-chloro-N-{5-chloro-2-[(3-hydroxycyclopentyl)sulfinyl]phenyl}-3-(trifluoromethyl)benzenesulfonamide). Reaction SMILES: [BH4-].[Na+].[Cl:3][C:4]1[CH:9]=[CH:8][C:7]([S:10]([NH:13][C:14]2[CH:19]=[C:18]([Cl:20])[CH:17]=[CH:16][C:15]=2[S:21][CH:22]2[CH2:26][CH2:25][C:24](=[O:27])[CH2:23]2)(=[O:12])=[O:11])=[CH:6][C:5]=1[C:28]([F:31])([F:30])[F:29].C[OH:33]>>[Cl:3][C:4]1[CH:9]=[CH:8][C:7]([S:10]([NH:13][C:14]2[CH:19]=[C:18]([Cl:20])[CH:17]=[CH:16][C:15]=2[S:21]([CH:22]2[CH2:26][CH2:25][CH:24]([OH:27])[CH2:23]2)=[O:33])(=[O:12])=[O:11])=[CH:6][C:5]=1[C:28]([F:30])([F:29])[F:31] |f:0.1|. Procedure: Following General Procedure D, followed by treatment of the crude product with NaBH4 in MeOH, the title compound was prepared from 4-Chloro-N-[5-chloro-2-(3-oxo-cyclopentylsulfanyl)-phenyl]-3-trifluoromethyl-benzenesulfonamide (Intermediate 35).